From a dataset of the Open Reaction Database (ORD), a public repository of structured organic reaction records. describe an organic reaction: reactants, conditions, products, and yield The solvent is O1CCOCC1 (dioxane). Yield: 83.4%. RXN SMILES: [C:1]([CH2:3][CH:4]1[CH2:12][CH:11]2[CH:7]([CH2:8][N:9](C(OC(C)(C)C)=O)[CH2:10]2)[C:6]([C:21]2[CH:26]=[CH:25][CH:24]=[CH:23][CH:22]=2)([OH:20])[CH2:5]1)#[N:2].Cl>O1CCOCC1>[C:1]([CH2:3][CH:4]1[CH2:12][CH:11]2[CH:7]([CH2:8][NH:9][CH2:10]2)[C:6]([C:21]2[CH:22]=[CH:23][CH:24]=[CH:25][CH:26]=2)([OH:20])[CH2:5]1)#[N:2]. Procedure: The procedure is as described for Example 13 below, starting from 1.05 g of (3aRS,4RS,6RS,7aSR)-6-cyanomethyl-4-phenyl-2-tert-butyloxycarbonylperhydroisoindol-4-ol and 5 cm3 of a 7N solution of hydrochloric acid in dioxane, and gives 0.63 g of (3aRS,4RS,6RS,7aSR)-6-cyanomethyl-4-phenylperhydroisoindol-4-ol in the form of a thick white foam. Starting materials: C(#N)CC1CC(C2CN(CC2C1)C(=O)OC(C)(C)C)(O)C1=CC=CC=C1 ((3aRS,4RS,6RS,7aSR)-6-cyanomethyl-4-phenyl-2-tert-butyloxycarbonylperhydroisoindol-4-ol), solution, Cl (hydrochloric acid). Product: C(#N)CC1CC(C2CNCC2C1)(O)C1=CC=CC=C1 ((3aRS,4RS,6RS,7aSR)-6-cyanomethyl-4-phenylperhydroisoindol-4-ol). Reactants: CCO, NN, CCOC(=O)c1cc2cc(O)ccc2[nH]1. Product: NNC(=O)c1cc2cc(O)ccc2[nH]1. Reaction SMILES: [CH3:18][CH2:19][OH:20].[NH2:16][NH2:17].[OH:1][c:2]1[cH:3][c:4]2[cH:5][c:6]([C:11]([O:13][CH2:12][CH3:14])=[O:15])[nH:7][c:8]2[cH:9][cH:10]1>>[OH:1][c:2]1[cH:3][c:4]2[cH:5][c:6]([C:11](=[O:13])[NH:16][NH2:17])[nH:7][c:8]2[cH:9][cH:10]1. The reactants are NCC(CO)(C)C (3-amino-2,2-dimethylpropan-1-ol), C(C)N=C=O (ethyl isocyanate). Run in O1CCOCC1 (1,4-dioxane). Run at time 8 hour. Product: C(C)NC(=O)NCC(CO)(C)C (1-ethyl-3-(3-hydroxy-2,2-dimethylpropyl)urea). The yield is 99.9%. RXN SMILES: [NH2:1][CH2:2][C:3]([CH3:7])([CH3:6])[CH2:4][OH:5].[CH2:8]([N:10]=[C:11]=[O:12])[CH3:9]>O1CCOCC1>[CH2:8]([NH:10][C:11]([NH:1][CH2:2][C:3]([CH3:7])([CH3:6])[CH2:4][OH:5])=[O:12])[CH3:9]. Procedure: To a solution of 3-amino-2,2-dimethylpropan-1-ol (1.03 g, 10 mmol) in dry 1,4-dioxane (20 mL) was added dropwise ethyl isocyanate (0.71 g, 10 mmol) at room temperature under nitrogen. The reaction mixture was then stirred at room temperature under nitrogen overnight. The solvent was removed under reduced pressure to give the title compound as colorless oil (1.74 g, 100%). MS 175 (MH+). Reactants: NC1=NC(=C(C(=N1)N)O)CC (2,4-diamino-6-ethyl-5-hydroxypyrimidine), O.[OH-].[Li+] (lithium hydroxide monohydrate), CC1=NC2=CC=CC=C2C(=C1)OCCCBr (3-(2-methylquinolin-4-yloxy)propyl bromide). Solvent: CN(C)C=O (DMF). Reaction conditions: temperature 25 celsius, time 8 hour. Yields the product NC1=NC(=C(C(=N1)N)OCCCOC1=CC(=NC2=CC=CC=C12)C)CC (2,4-diamino-6-ethyl-5-(3-(2-methylquinolin-4-yloxy)propoxy)pyrimidine). Yield: 47.0%. Reaction SMILES: [NH2:1][C:2]1[N:7]=[C:6]([NH2:8])[C:5]([OH:9])=[C:4]([CH2:10][CH3:11])[N:3]=1.O.[OH-].[Li+].[CH3:15][C:16]1[CH:25]=[C:24]([O:26][CH2:27][CH2:28][CH2:29]Br)[C:23]2[C:18](=[CH:19][CH:20]=[CH:21][CH:22]=2)[N:17]=1>CN(C=O)C>[NH2:1][C:2]1[N:7]=[C:6]([NH2:8])[C:5]([O:9][CH2:29][CH2:28][CH2:27][O:26][C:24]2[C:23]3[C:18](=[CH:19][CH:20]=[CH:21][CH:22]=3)[N:17]=[C:16]([CH3:15])[CH:25]=2)=[C:4]([CH2:10][CH3:11])[N:3]=1 |f:1.2.3|. Procedure: A mixture of 2,4-diamino-6-ethyl-5-hydroxypyrimidine (0.539 g, 3.5 mmol) and lithium hydroxide monohydrate (0.294 g, 7.0 mmol) in DMF (10 mL) was stirred at 25° C. for 1 hour after that 3-(2-methylquinolin-4-yloxy)propyl bromide (0.980 g, 3.5 mmol) was added to the reaction mixture and the reaction mixture was left to stir at 25° C. overnight. Two thirds of the DMF was evaporated under vacuum and the reaction mixture was poured in water, solid was separated by filtration and dried in oven at 80°... Reactants: Cl.N[C@H]1CC[C@H](CC1)NC(=O)C1=C(NC2=C1N=CN=C2C2=C(C=CC(=C2)OC)OCC2CC2)C (N-(cis-4-aminocyclohexyl)-4-[2-(cyclopropylmethoxy)-5-methoxyphenyl]-6-methyl-5H-pyrrolo[3,2-d]pyrimidine-7-carboxamide hydrochloride), C(C)(=O)OCC(=O)Cl (2-chloro-2-oxoethyl acetate). Procedure: Starting from N-(cis-4-aminocyclohexyl)-4-[2-(cyclopropylmethoxy)-5-methoxyphenyl]-6-methyl-5H-pyrrolo[3,2-d]pyrimidine-7-carboxamide hydrochloride (example D.f25) and commercially available 2-chloro-2-oxoethyl acetate the title compound is obtained as colorless solid. Product: C1(CC1)COC1=C(C=C(C=C1)OC)C=1C2=C(N=CN1)C(=C(N2)C)C(=O)N[C@@H]2CC[C@@H](CC2)NC(CO)=O (4-[2-(Cyclopropylmethoxy)-5-methoxyphenyl]-N-[cis-4-(glycoloylamino)cyclohexyl]-6-methyl-5H-pyrrolo[3,2-d]pyrimidine-7-carboxamide). Reaction SMILES: Cl.[NH2:2][C@@H:3]1[CH2:8][CH2:7][C@H:6]([NH:9][C:10]([C:12]2[C:16]3[N:17]=[CH:18][N:19]=[C:20]([C:21]4[CH:26]=[C:25]([O:27][CH3:28])[CH:24]=[CH:23][C:22]=4[O:29][CH2:30][CH:31]4[CH2:33][CH2:32]4)[C:15]=3[NH:14][C:13]=2[CH3:34])=[O:11])[CH2:5][CH2:4]1.C([O:38][CH2:39][C:40](Cl)=[O:41])(=O)C>>[CH:31]1([CH2:30][O:29][C:22]2[CH:23]=[CH:24][C:25]([O:27][CH3:28])=[CH:26][C:21]=2[C:20]2[C:15]3[NH:14][C:13]([CH3:34])=[C:12]([C:10]([NH:9][C@H:6]4[CH2:7][CH2:8][C@@H:3]([NH:2][C:39](=[O:38])[CH2:40][OH:41])[CH2:4][CH2:5]4)=[O:11])[C:16]=3[N:17]=[CH:18][N:19]=2)[CH2:32][CH2:33]1 |f:0.1|. Reactants: C(C)(CC)[Li] (Sec-butyl lithium), IC(=C(F)F)F (iodotrifluoroethylene), Cl[Si](OCC)(OCC)OCC (Chlorotriethoxysilane). Solvent: C(C)OCC (diethylether). Run at temperature -78 celsius, time 5 minute. Yields the product FC(=C(F)F)[Si](OCC)(OCC)OCC (Trifluorovinyl triethoxysilane). RXN SMILES: I[C:2]([F:6])=[C:3]([F:5])[F:4].C([Li])(CC)C.Cl[Si:13]([O:20][CH2:21][CH3:22])([O:17][CH2:18][CH3:19])[O:14][CH2:15][CH3:16]>C(OCC)C>[F:6][C:2]([Si:13]([O:20][CH2:21][CH3:22])([O:17][CH2:18][CH3:19])[O:14][CH2:15][CH3:16])=[C:3]([F:5])[F:4]. Procedure: A dry 3-neck round bottom flask with nitrogen and stir-bar is charged with approximately (9.5 mL, 14.5 g at −78° C., 0.12 mol) iodotrifluoroethylene and 200 mL diethylether pre-cooled to −78° C. Sec-butyl lithium (89 mL, 1.4 M solution, 0.12 mol) is added dropwise over 1 hour. Solution is allowed to stir for 5 minutes at −78° C. Chlorotriethoxysilane (24.35 mL, 0.12 mol) is added over 5 minutes at −78° C. The solution is allowed to warm slowly and allowed to stir overnight. A clear yellow soluti...